describe an organic reaction: reactants, conditions, products, and yield From a dataset of the Open Reaction Database (ORD), a public repository of structured organic reaction records. The reactants are C(C)(=O)OC(C)=O (Acetic anhydride), BrC1=CC=C(C(C=O)=C1)OC (5-Bromo-o-anisaldehyde), Cl.NO (hydroxylamine hydrochloride), C(C)(=O)[O-].[Na+] (sodium acetate), [OH-].[Na+] (sodium hydroxide). Solvent: C(C)(=O)O (acetic acid). Reaction conditions: temperature 100 celsius, time 1 hour. Product: BrC=1C=CC(=C(C#N)C1)OC (5-Bromo-2-methoxybenzonitrile). As a reaction SMILES: [Br:1][C:2]1[CH:9]=[C:6]([CH:7]=O)[C:5]([O:10][CH3:11])=[CH:4][CH:3]=1.Cl.[NH2:13]O.C([O-])(=O)C.[Na+].C(OC(=O)C)(=O)C.[OH-].[Na+]>C(O)(=O)C>[Br:1][C:2]1[CH:3]=[CH:4][C:5]([O:10][CH3:11])=[C:6]([CH:9]=1)[C:7]#[N:13] |f:1.2,3.4,6.7|. Procedure: A mixture of 5-Bromo-o-anisaldehyde (6.45 g), hydroxylamine hydrochloride (2.2 g), sodium acetate (4.1 g) and acetic acid (20 mL) was heated at 100° C. with stirring for 1 h. Acetic anhydride was added (20 mL) and the mixture was refluxed for 8 h. The reaction mixture was poured onto ice water and the mixture was made basic by the careful addition of 50% sodium hydroxide. The product was extracted with ether, the ether extracts were dried over magnesium sulfate and the sovent was removed in vacu... The reactants are C(=O)(O)C1C(C1)C=1C(=CC2=C3N([C@H](COC31)C)C=C(C2=O)C(=O)OCC)F (ethyl (S)-10-(2-carboxycyclopropyl)-9-fluoro-3-methyl-7-oxo-2,3-dihydro-7H-pyrido[1,2,3-de][1,4]-benzoxazine-6-carboxylate), C(C1=CC=CC=C1)O (benzyl alcohol), Cl (hydrochloric acid), C(OCC)(=O)Cl (ethyl chlorocarbonate), [N-]=[N+]=[N-].[Na+] (sodium azide). The solvent is O1CCOCC1 (dioxane), C(C)N(CC)CC (triethylamine), O (water), C(Cl)(Cl)Cl (chloroform), CN(C=O)C (N,N-dimethylformamide). Reaction conditions: time 15 minute. Yields the product C(C1=CC=CC=C1)OC(=O)NC1C(C1)C=1C(=CC2=C3N([C@H](COC31)C)C=C(C2=O)C(=O)OCC)F (ethyl (S)-10-(2-benzyloxycarbonylaminocyclopropyl)-9-fluoro-3-methyl-7-oxo-2,3-dihydro-7H-pyrido[1,2,3-de][1,4]benzoxazine-6carboxylate). Isolated yield 62.5%. As a reaction SMILES: C([CH:4]1[CH2:6][CH:5]1[C:7]1[C:8]([F:27])=[CH:9][C:10]2[C:20](=[O:21])[C:19]([C:22]([O:24][CH2:25][CH3:26])=[O:23])=[CH:18][N:12]3[C@@H:13]([CH3:17])[CH2:14][O:15][C:16]=1[C:11]=23)(O)=O.[C:28](Cl)(=[O:32])[O:29][CH2:30][CH3:31].[N-:34]=[N+]=[N-].[Na+].Cl.[CH2:39](O)[C:40]1C=C[CH:43]=[CH:42][CH:41]=1>CN(C)C=O.O1CCOCC1.O.C(Cl)(Cl)Cl.C(N(CC)CC)C>[CH2:30]([O:29][C:28]([NH:34][CH:4]1[CH2:6][CH:5]1[C:7]1[C:8]([F:27])=[CH:9][C:10]2[C:20](=[O:21])[C:19]([C:22]([O:24][CH2:25][CH3:26])=[O:23])=[CH:18][N:12]3[C@@H:13]([CH3:17])[CH2:14][O:15][C:16]=1[C:11]=23)=[O:32])[C:31]1[CH:43]=[CH:42][CH:41]=[CH:40][CH:39]=1 |f:2.3|. Procedure: In 4 ml of N,N-dimethylformamide was suspended 200 mg of ethyl (S)-10-(2-carboxycyclopropyl)-9-fluoro-3-methyl-7-oxo-2,3-dihydro-7H-pyrido[1,2,3-de][1,4]-benzoxazine-6-carboxylate. To the resulting suspension were added, with ice-cooling, 70 mg of ethyl chlorocarbonate and 65 mg of triethylamine. The resulting mixture was stirred at the same temperature for 15 minutes. To the reaction mixture was added 45 mg of sodium azide with ice-cooling. The resulting mixture was stirred at the same temperat...